From a dataset of the Open Reaction Database (ORD), a public repository of structured organic reaction records. describe an organic reaction: reactants, conditions, products, and yield The reactants are [OH-].[Na+] (NaOH), FC(C(=O)O)(F)F (trifluoroacetic acid), C(C)(C)(C)OC(=O)N1C[C@H](OCC1)C1=CC(=C(C=C1)NC(=O)C=1N(N=C(C1)C1=CC=CC=C1)C)F ((R)-2-{3-fluoro-4-[(2-methyl-5-phenyl-2H-pyrazole-3-carbonyl)-amino]-phenyl}-morpholine-4-carboxylic acid tert-butyl ester). Run in O (water), C(C)#N (acetonitrile). Run at temperature 80 celsius, time 4 hour. Product: FC1=C(C=CC(=C1)[C@@H]1CNCCO1)NC(=O)C=1N(N=C(C1)C1=CC=CC=C1)C (2-methyl-5-phenyl-2H-pyrazole-3-carboxylic acid ((R)-2-fluoro-4-morpholin-2-yl-phenyl)-amide). The yield is 79.4%. As a reaction SMILES: FC(F)(F)C(O)=O.C(OC([N:15]1[CH2:20][CH2:19][O:18][C@H:17]([C:21]2[CH:26]=[CH:25][C:24]([NH:27][C:28]([C:30]3[N:31]([CH3:41])[N:32]=[C:33]([C:35]4[CH:40]=[CH:39][CH:38]=[CH:37][CH:36]=4)[CH:34]=3)=[O:29])=[C:23]([F:42])[CH:22]=2)[CH2:16]1)=O)(C)(C)C.[OH-].[Na+]>O.C(#N)C>[F:42][C:23]1[CH:22]=[C:21]([C@H:17]2[O:18][CH2:19][CH2:20][NH:15][CH2:16]2)[CH:26]=[CH:25][C:24]=1[NH:27][C:28]([C:30]1[N:31]([CH3:41])[N:32]=[C:33]([C:35]2[CH:36]=[CH:37][CH:38]=[CH:39][CH:40]=2)[CH:34]=1)=[O:29] |f:2.3|. Reported procedure: To a stirred solution of trifluoroacetic acid (124 μl) in water (4 ml) was added a solution of (R)-2-{3-fluoro-4-[(2-methyl-5-phenyl-2H-pyrazole-3-carbonyl)-amino]-phenyl}-morpholine-4-carboxylic acid tert-butyl ester (78 mg) in acetonitrile (2 ml). The reaction mixture was then capped and the mixture was shaken at 80° C. for 4 h. The reaction mixture was then cooled to room temperature and poured into 1 M aq. NaOH and the resulting mixture was extracted twice with EtOAc. The organic layers were... Reactants: C(C(=O)C)(=O)OCC (ethyl pyruvate), C(CC(=O)OC)(=O)OC (dimethyl malonate), CCOCC (Ether). Reagents/catalysts: [Cl-].[Cl-].[Zn+2] (ZnCl2). Solvent: C(C)(=O)OC(C)=O (acetic anhydride). Conditions: time 2 hour. Yields the product COC(C(=C(C)C(=O)OCC)C(=O)OC)=O (3-Ethoxycarbonyl-2-methoxycarbonyl-but-2-enoic acid methyl ester). Yield: 68.9%. Reaction SMILES: [C:1]([O:6][CH2:7][CH3:8])(=[O:5])[C:2]([CH3:4])=O.[C:9]([O:16][CH3:17])(=[O:15])[CH2:10][C:11]([O:13][CH3:14])=[O:12].CCOCC>C(OC(=O)C)(=O)C.[Cl-].[Cl-].[Zn+2]>[CH3:14][O:13][C:11](=[O:12])[C:10]([C:9]([O:16][CH3:17])=[O:15])=[C:2]([C:1]([O:6][CH2:7][CH3:8])=[O:5])[CH3:4] |f:4.5.6|. Reported procedure: A mixture of ZnCl2 (53 g, 388 mmol) in acetic anhydride (120 mL) was stirred at r.t. for 2 h. The resulting solution was decanted, and to this solution was added ethyl pyruvate (25 g, 215 mmol) and dimethyl malonate (25 mL, 215 mmol). The resulting mixture was heated at 100° C. for 1 h, then left standing at r.t. for 16 h. Ether (300 mL) was added and the mixture was washed with ice water (5×300 mL) and saturated NaHCO3 (2×300 mL). The organic layer was dried over MgSO4 and concentrated to give ... Reactants: Cl.NCCC(=O)OCC (ethyl 3-aminopropionate hydrochloride), C(#N)C=1C=CC(=C(C1)S(=O)(=O)NCCC1=C(C=C(C=C1)C(C)C)NCC(=O)O)O ([[2-[2-(5-cyano-2-hydroxybenzenesulfonylamino)ethyl]-5-isopropylphenyl]amino]acetic acid), O.ON1N=NC2=C1C=CC=C2 (1-hydroxybenzotriazole monohydrate), Cl.CN(CCCN=C=NCC)C (1-[3-(dimethylamino)propyl]-3-ethylcarbodiimide hydrochloride), Cl (hydrochloric acid). Run in CN(C=O)C (N,N-dimethylformamide), C(C)N(CC)CC (triethylamine). Reaction conditions: time 5 minute. The product is C(#N)C=1C=CC(=C(C1)S(=O)(=O)NCCC1=C(C=C(C=C1)C(C)C)NCC(=O)NCCC(=O)OCC)O (ethyl 3-[2-[[2-[2-(5-cyano-2-hydroxybenzenesulfonylamino)ethyl]-5-isopropylphenyl]amino]acetylamino]propionate). Isolated yield 75.1%. Reaction SMILES: Cl.[NH2:2][CH2:3][CH2:4][C:5]([O:7][CH2:8][CH3:9])=[O:6].[C:10]([C:12]1[CH:13]=[CH:14][C:15]([OH:38])=[C:16]([S:18]([NH:21][CH2:22][CH2:23][C:24]2[CH:29]=[CH:28][C:27]([CH:30]([CH3:32])[CH3:31])=[CH:26][C:25]=2[NH:33][CH2:34][C:35](O)=[O:36])(=[O:20])=[O:19])[CH:17]=1)#[N:11].O.ON1C2C=CC=CC=2N=N1.Cl.CN(C)CCCN=C=NCC.Cl>CN(C)C=O.C(N(CC)CC)C>[C:10]([C:12]1[CH:13]=[CH:14][C:15]([OH:38])=[C:16]([S:18]([NH:21][CH2:22][CH2:23][C:24]2[CH:29]=[CH:28][C:27]([CH:30]([CH3:32])[CH3:31])=[CH:26][C:25]=2[NH:33][CH2:34][C:35]([NH:2][CH2:3][CH2:4][C:5]([O:7][CH2:8][CH3:9])=[O:6])=[O:36])(=[O:19])=[O:20])[CH:17]=1)#[N:11] |f:0.1,3.4,5.6|. Procedure details: To a stirred solution of 0.11 g of ethyl 3-aminopropionate hydrochloride in 10 mL of N,N-dimethylformamide were added 0.072 ml of triethylamine, 0.30 g of [[2-[2-(5-cyano-2-hydroxybenzenesulfonylamino)ethyl]-5-isopropylphenyl]amino]acetic acid, and 0.121 g of 1-hydroxybenzotriazole monohydrate under ice-cooling, and the mixture was stirred at 5minutes. To the mixture was added 0.140 g of 1-[3-(dimethylamino)propyl]-3-ethylcarbodiimide hydrochloride under the same condition, and the mixture was s...